From a dataset of the Open Reaction Database (ORD), a public repository of structured organic reaction records. describe an organic reaction: reactants, conditions, products, and yield As a reaction SMILES: [Br:1][c:2]1[cH:3][c:4]([F:10])[c:5]([O:8][CH3:9])[cH:6][cH:7]1.[Cu:11][C:12]#[N:13].[O:14]=[CH:15][N:16]([CH3:17])[CH3:18].[OH2:19]>>[c:2]1([C:12]#[N:13])[cH:3][c:4]([F:10])[c:5]([O:8][CH3:9])[cH:6][cH:7]1. Reactants: COc1ccc(Br)cc1F, N#C[Cu], CN(C)C=O, O. Product: COc1ccc(C#N)cc1F. The reactants are C(C)(=O)C1=C(SC(=C1)Cl)Cl (3-Acetyl-2,5-dichlorothiophene), O (water), C1(=CC=CC=C1)O (phenol), [H-].[Na+] (NaH). Reagents/catalysts: [Cu]I (copper (I) iodide). The solvent is CN(C)C=O (DMF). Conditions: time 40 minute. The product is C(C)(=O)C1=C(SC(=C1)Cl)OC1=CC=CC=C1 (3-Acetyl-5-chloro-2-phenoxythiophene). Isolated yield 66.9%. Reaction SMILES: [C:1]1([OH:7])[CH:6]=[CH:5][CH:4]=[CH:3][CH:2]=1.[H-].[Na+].[C:10]([C:13]1[CH:17]=[C:16]([Cl:18])[S:15][C:14]=1Cl)(=[O:12])[CH3:11].O>CN(C=O)C.[Cu]I>[C:10]([C:13]1[CH:17]=[C:16]([Cl:18])[S:15][C:14]=1[O:7][C:1]1[CH:6]=[CH:5][CH:4]=[CH:3][CH:2]=1)(=[O:12])[CH3:11] |f:1.2|. Reported procedure: A mixture of phenol (1.22 g, 13 mM) and NaH (60% oil dispersion, 0.52 g, 13 mM) in DMF (25 mL) was stirred for 40 minutes at room temperature. 3-Acetyl-2,5-dichlorothiophene (1.95 g, 10 mM) and copper (I) iodide (50 mg) was added to the above mixture, and the resulting mixture was heated at 130° C. for 1.5 hours. After cooling, the mixture was poured into water. The whole was extracted with ethyl acetate-hexane (1:1, 200 mL×1, 100 mL×1), and the combined organic layers washed with water, brine, ... Starting materials: CCOC(C)=O, CC(C)CC(C)C(O)C[N+](=O)[O-], CC(=O)OC(C)=O, c1ccncc1. Product: CC(=O)OC(C[N+](=O)[O-])C(C)CC(C)C. As a reaction SMILES: [CH3:13][CH2:14][O:15][C:16](=[O:17])[CH3:18].[CH3:1][CH:2]([CH:3]([CH2:4][N+:5](=[O:6])[O-:7])[OH:8])[CH2:9][CH:10]([CH3:11])[CH3:12].[CH3:25][C:26]([O:27][C:28](=[O:29])[CH3:30])=[O:31].[cH:19]1[cH:20][cH:21][n:22][cH:23][cH:24]1>>[CH3:1][CH:2]([CH:3]([CH2:4][N+:5](=[O:6])[O-:7])[O:8][C:14]([CH3:13])=[O:15])[CH2:9][CH:10]([CH3:11])[CH3:12].